From a dataset of the Open Reaction Database (ORD), a public repository of structured organic reaction records. describe an organic reaction: reactants, conditions, products, and yield Starting materials: C(C)(C)(C)OC(=O)N[C@@H](CC1=CNC=N1)C(=O)O (N-t-butoxycarbonylhistidine), C(C)OC(=O)N1CCNCC1 (1-ethoxycarbonylpiperazine), CCN=C=NCCCN(C)C.Cl (EDCl), C=1C=CC2=C(C1)N=NN2O (HOBt). The solvent is C(C)(=O)OCC (ethyl acetate), C1CCOC1 (THF). Run at time 8 hour. Product: C(C)OC(=O)N1CCN(CC1)C(=O)C(CC=1N=CNC1)NC(=O)OC(C)(C)C (4-ethoxycarbonyl-1-(1-(t-butoxycarbonyl)amino-2-(imidazol-4-yl)ethyl)carbonylpiperazine). As a reaction SMILES: [C:1]([O:5][C:6]([NH:8][C@H:9]([C:16]([OH:18])=O)[CH2:10][C:11]1[N:15]=[CH:14][NH:13][CH:12]=1)=[O:7])([CH3:4])([CH3:3])[CH3:2].[CH2:19]([O:21][C:22]([N:24]1[CH2:29][CH2:28][NH:27][CH2:26][CH2:25]1)=[O:23])[CH3:20].CCN=C=NCCCN(C)C.Cl.C1C=CC2N(O)N=NC=2C=1>C1COCC1.C(OCC)(=O)C>[CH2:19]([O:21][C:22]([N:24]1[CH2:25][CH2:26][N:27]([C:16]([CH:9]([NH:8][C:6]([O:5][C:1]([CH3:2])([CH3:3])[CH3:4])=[O:7])[CH2:10][C:11]2[N:15]=[CH:14][NH:13][CH:12]=2)=[O:18])[CH2:28][CH2:29]1)=[O:23])[CH3:20] |f:2.3|. Procedure details: To a solution of N-t-butoxycarbonylhistidine (2 g, 7.05 mmol) in THF (30 mL) was added 1-ethoxycarbonylpiperazine (1.36 mL, 1.3 eq.), EDCl (1.65 g, 1.2 eq.), HOBt (1.2 g, 1.1 eq.) and the reaction mixture was stirred overnight. The reaction mixture was evaporated in vacuo to afford a crude product, which was dissolved in ethyl acetate, washed with saturated NaHCO3, 1M NaHSO4 and brine. The organic layer was evaporated. Flash column chromatography with 2%–6% MeOH in CH2Cl2 afforded 4-ethoxycarbon...